From a dataset of the Open Reaction Database (ORD), a public repository of structured organic reaction records. describe an organic reaction: reactants, conditions, products, and yield Reactants: CN(/C=C/C(=O)C1=NN(C=CC1=O)C1=CC=CC=C1)C (3-((E)-3-Dimethylamino-acryloyl)-1-phenyl-1H-pyridazin-4-one), ClC=1C=C(C=CC1)NN (3-chloro-phenylhydrazine). Product: ClC=1C=C(C=CC1)N1N=CC=C1C1=NN(C=CC1=O)C1=CC=CC=C1 (3-[2-(3-Chloro-phenyl)-2H-pyrazol-3-yl]-1-phenyl-1H-pyridazin-4-one). As a reaction SMILES: C[N:2](C)/[CH:3]=[CH:4]/[C:5]([C:7]1[C:12](=[O:13])[CH:11]=[CH:10][N:9]([C:14]2[CH:19]=[CH:18][CH:17]=[CH:16][CH:15]=2)[N:8]=1)=O.[Cl:21][C:22]1[CH:23]=[C:24]([NH:28]N)[CH:25]=[CH:26][CH:27]=1>>[Cl:21][C:22]1[CH:23]=[C:24]([N:28]2[C:5]([C:7]3[C:12](=[O:13])[CH:11]=[CH:10][N:9]([C:14]4[CH:19]=[CH:18][CH:17]=[CH:16][CH:15]=4)[N:8]=3)=[CH:4][CH:3]=[N:2]2)[CH:25]=[CH:26][CH:27]=1. Procedure: The product was obtained starting from 3-((E)-3-Dimethylamino-acryloyl)-1-phenyl-1H-pyridazin-4-one (A-1) and 3-chloro-phenylhydrazine according to the method described for example 1. MS: M=349.2 (M+H)+ The reactants are CCCCO, Cc1ccc(Cl)c([N+](=O)[O-])c1, NCCCO. The product is Cc1ccc(NCCCO)c([N+](=O)[O-])c1. As a reaction SMILES: [CH2:17]([OH:18])[CH2:19][CH2:20][CH3:21].[Cl:1][c:2]1[c:3]([N+:9](=[O:10])[O-:11])[cH:4][c:5]([CH3:8])[cH:6][cH:7]1.[NH2:12][CH2:13][CH2:14][CH2:15][OH:16]>>[c:2]1([NH:12][CH2:13][CH2:14][CH2:15][OH:16])[c:3]([N+:9](=[O:10])[O-:11])[cH:4][c:5]([CH3:8])[cH:6][cH:7]1.